The task is: describe an organic reaction: reactants, conditions, products, and yield. This data is from the Open Reaction Database (ORD), a public repository of structured organic reaction records. Reactants: Clc1nc2cc(Br)ccc2n2ccnc12, CCOC(C)=O, NCCCO, C1COCCO1. Product: OCCCNc1nc2cc(Br)ccc2n2ccnc12. As a reaction SMILES: [Br:1][c:2]1[cH:3][c:4]2[n:5][c:6]([Cl:15])[c:7]3[n:8]([c:9]2[cH:10][cH:11]1)[cH:12][cH:13][n:14]3.[CH3:27][CH2:28][O:29][C:30](=[O:31])[CH3:32].[NH2:16][CH2:17][CH2:18][CH2:19][OH:20].[O:21]1[CH2:22][CH2:23][O:24][CH2:25][CH2:26]1>>[Br:1][c:2]1[cH:3][c:4]2[n:5][c:6]([NH:16][CH2:17][CH2:18][CH2:19][OH:20])[c:7]3[n:8]([c:9]2[cH:10][cH:11]1)[cH:12][cH:13][n:14]3. Reactants: ClN1C(CCC1=O)=O (N-Chlorosuccinimide), FC1=CC=C(C=C1)S(=O)(=O)N1CCN(CC1)C(=O)N1CCN(CC1)C1=CC=NC=C1 (1-(4-fluorophenylsulphonyl)-4-[1-(4-pyridyl)piperazin-4-ylcarbonyl]piperazine). The solvent is C(C)#N (acetonitrile). Conditions: time 48 hour. Product: FC1=CC=C(C=C1)S(=O)(=O)N1CCN(CC1)C(=O)N1CCN(CC1)C1=C(C=NC=C1)Cl (1-(4-fluorophenylsulphonyl)-4-[1-(3-chloro-4-pyridyl)piperazin-4-ylcarbonyl]piperazine). Isolated yield 68.3%. Reaction SMILES: [Cl:1]N1C(=O)CCC1=O.[F:9][C:10]1[CH:15]=[CH:14][C:13]([S:16]([N:19]2[CH2:24][CH2:23][N:22]([C:25]([N:27]3[CH2:32][CH2:31][N:30]([C:33]4[CH:38]=[CH:37][N:36]=[CH:35][CH:34]=4)[CH2:29][CH2:28]3)=[O:26])[CH2:21][CH2:20]2)(=[O:18])=[O:17])=[CH:12][CH:11]=1>C(#N)C>[F:9][C:10]1[CH:15]=[CH:14][C:13]([S:16]([N:19]2[CH2:20][CH2:21][N:22]([C:25]([N:27]3[CH2:28][CH2:29][N:30]([C:33]4[CH:34]=[CH:35][N:36]=[CH:37][C:38]=4[Cl:1])[CH2:31][CH2:32]3)=[O:26])[CH2:23][CH2:24]2)(=[O:17])=[O:18])=[CH:12][CH:11]=1. Procedure details: N-Chlorosuccinimide (4.05 g) was added to a stirred suspension of 1-(4-fluorophenylsulphonyl)-4-[1-(4-pyridyl)piperazin-4-ylcarbonyl]piperazine (12.45 g) in acetonitrile (500 mL) at 20° C. The mixture was stirred for 48 hours and the acetonitrile evaporated. Water (200 mL) was added to the residue and the aqueous phase extracted with dichloromethane (3×200 mL). The organic extracts were dried and evaporated. The residue was purified by column chromatography on silica gel, eluting with dichlorome... Reactants: CC(C)(C)c1ccc(C=CC(=O)Nc2ccc3c(ccn3CCO[Si](C)(C)C(C)(C)C)c2)cc1, CC(C)(C)[Si](C)(C)OCCn1ccc2cc(N)ccc21. The product is CC(C)(C)c1ccc(C=CC(=O)Nc2ccc3c(ccn3CCO)c2)cc1. Reaction SMILES: [C:1]([CH3:2])([CH3:3])([CH3:4])[c:5]1[cH:6][cH:7][c:8]([CH:11]=[CH:12][C:13](=[O:14])[NH:15][c:16]2[cH:17][c:18]3[cH:19][cH:20][n:21]([CH2:25][CH2:26][O:27][Si:28]([CH3:29])([CH3:30])[C:31]([CH3:32])([CH3:33])[CH3:34])[c:22]3[cH:23][cH:24]2)[cH:9][cH:10]1.[CH3:35][Si:36]([CH3:37])([O:38][CH2:39][CH2:40][n:41]1[c:42]2[c:43]([cH:44][c:45]([NH2:46])[cH:47][cH:48]2)[cH:49][cH:50]1)[C:51]([CH3:52])([CH3:53])[CH3:54]>>[C:1]([CH3:2])([CH3:3])([CH3:4])[c:5]1[cH:6][cH:7][c:8]([CH:11]=[CH:12][C:13](=[O:14])[NH:15][c:16]2[cH:17][c:18]3[cH:19][cH:20][n:21]([CH2:25][CH2:26][OH:27])[c:22]3[cH:23][cH:24]2)[cH:9][cH:10]1. Starting materials: CC1(CC2(OCCO2)CC(C1=O)(C)C)C (7,7,9,9-tetramethyl-1,4-dioxa-spiro[4.5]decan-8-one), Cl (HCl). The solvent is C1CCOC1 (THF). Run at time 8 hour. Yields the product CC1(C(C(CC(C1)=O)(C)C)=O)C (2,2,6,6-tetramethyl-cyclohexane-1,4-dione). Isolated yield 107.3%. As a reaction SMILES: [CH3:1][C:2]1([CH3:15])[C:11](=[O:12])[C:10]([CH3:14])([CH3:13])[CH2:9][C:4]2(OCC[O:5]2)[CH2:3]1.Cl>C1COCC1>[CH3:13][C:10]1([CH3:14])[CH2:9][C:4](=[O:5])[CH2:3][C:2]([CH3:15])([CH3:1])[C:11]1=[O:12]. Reported procedure: To a solution of 7,7,9,9-tetramethyl-1,4-dioxa-spiro[4.5]decan-8-one (4.15 g, 0.019 mol, 1.0 eq.) in THF (60 mL) was added 1 N HCl (30 mL) and the resulting mixture was stirred at room temperature overnight, concentrated to remove most of the THF, extracted with 3×EtOAc. The organic layers were combined, dried over MgSO4, filtered and concentrated to give 2,2,6,6-tetramethyl-cyclohexane-1,4-dione as a white solid (3.43 g, >100%). Starting materials: FC1=C(C=CC=C1)C=1N=NN(C1C=1N=CN(C1)C1=NC=C(C(=O)O)C=C1)C (6-(4-(4-(2-fluorophenyl)-1-methyl-1H-1,2,3-triazol-5-yl)-1H-imidazol-1-yl)nicotinic acid), CC1(COC1)N (3-methyl-3-oxetaneamine). The product is FC1=C(C=CC=C1)C=1N=NN(C1C=1N=CN(C1)C1=NC=C(C(=O)NC2(COC2)C)C=C1)C (6-(4-(4-(2-Fluorophenyl)-1-methyl-1H-1,2,3-triazol-5-yl)-1H-imidazol-1-yl)-N-(3-methyloxetan-3-yl)nicotinamide). Isolated yield 74.0%. Reaction SMILES: [F:1][C:2]1[CH:7]=[CH:6][CH:5]=[CH:4][C:3]=1[C:8]1[N:9]=[N:10][N:11]([CH3:27])[C:12]=1[C:13]1[N:14]=[CH:15][N:16]([C:18]2[CH:26]=[CH:25][C:21]([C:22]([OH:24])=O)=[CH:20][N:19]=2)[CH:17]=1.[CH3:28][C:29]1([NH2:33])[CH2:32][O:31][CH2:30]1>>[F:1][C:2]1[CH:7]=[CH:6][CH:5]=[CH:4][C:3]=1[C:8]1[N:9]=[N:10][N:11]([CH3:27])[C:12]=1[C:13]1[N:14]=[CH:15][N:16]([C:18]2[CH:26]=[CH:25][C:21]([C:22]([NH:33][C:29]3([CH3:28])[CH2:32][O:31][CH2:30]3)=[O:24])=[CH:20][N:19]=2)[CH:17]=1. Reported procedure: As described for example 22, 6-(4-(4-(2-fluorophenyl)-1-methyl-1H-1,2,3-triazol-5-yl)-1H-imidazol-1-yl)nicotinic acid (69 mg, 0.189 mmol) was converted, using 3-methyl-3-oxetaneamine instead of 4-aminotetrahydropyran, to the title compound (61 mg, 74%) which was obtained as a white foam after purification by chromatography (silica, 0 to 10% methanol in dichloromethane). MS: m/e=434.3 [M+H]+. Starting materials: CCOC(=O)C (EtOAc), NC1=C(C=NN1CCO)C#N (5-amino-4-cyano-1-(2hydroxyethyl)pyrazole), C1(=CC=CC=C1)P(C1=CC=CC=C1)C1=CC=CC=C1 (triphenylphosphine), C(Cl)(Cl)(Cl)Cl (carbon tetrachloride). Run in ClCCl (dichloromethane). Conditions: time 8 hour. The product is NC1=C(C=NN1CCCl)C#N (5-amino-1-(2-chloroethyl)-4-cyanopyrazole). Reaction SMILES: [NH2:1][C:2]1[N:6]([CH2:7][CH2:8]O)[N:5]=[CH:4][C:3]=1[C:10]#[N:11].C1(P(C2C=CC=CC=2)C2C=CC=CC=2)C=CC=CC=1.C(Cl)(Cl)(Cl)[Cl:32].CCOC(C)=O>ClCCl>[NH2:1][C:2]1[N:6]([CH2:7][CH2:8][Cl:32])[N:5]=[CH:4][C:3]=1[C:10]#[N:11]. Reported procedure: A suspension of 5-amino-4-cyano-1-(2hydroxyethyl)pyrazole (40 g.) and triphenylphosphine (82.7 g.) in dichloromethane (300 ml.) was cooled in a room temperature water bath while carbon tetrachloride (127 ml.) was added dropwise over 45 minutes. The resulting suspension was stirred at room temperature under nitrogen overnight, and the volatiles were then removed on a rotary evaporator, leaving an orange semisolid. This was treated with boiling EtOAc (500 ml.), chilled at 0° , filtered, and the fi... Reactants: C=1(C(=CC=CC1)C)C (orthoxylene), C1(C=2C(C(=O)O1)=CC=CC2)=O (phthalic anhydride). Product: C1(C=2C(C(=O)O1)=CC=CC2)=O (phthalic anhydride), C1=CC=CC2=CC=CC=C12 (naphthalene). Reaction SMILES: [C:1]1(=[O:11])[O:6][C:4](=[O:5])[C:3]2=[CH:7][CH:8]=[CH:9][CH:10]=[C:2]12.[C:12]1([CH3:19])[C:13]([CH3:18])=[CH:14][CH:15]=[CH:16][CH:17]=1>>[C:1]1(=[O:11])[O:6][C:4](=[O:5])[C:3]2=[CH:7][CH:8]=[CH:9][CH:10]=[C:2]12.[CH:18]1[C:13]2[C:12](=[CH:17][CH:16]=[CH:15][CH:14]=2)[CH:19]=[CH:2][CH:1]=1. Procedure details: A process for the treatment and combustion of byproducts containing some residual phthalic anhydride, obtained in the preparation of phthalic anhydride by the partial oxidation of orthoxylene or naphthalene which consists essentially of the steps of: RXN SMILES: [CH3:17][O:18][c:19]1[cH:20][cH:21][c:22]([CH3:26])[c:23]([NH2:24])[cH:25]1.[Cl:1][c:2]1[n:3][c:4](-[c:11]2[n:12][c:13]([CH3:16])[s:14][cH:15]2)[n:5][c:6]([CH2:8][O:9][CH3:10])[cH:7]1>>[c:2]1([NH:24][c:23]2[c:22]([CH3:26])[cH:21][cH:20][c:19]([O:18][CH3:17])[cH:25]2)[n:3][c:4](-[c:11]2[n:12][c:13]([CH3:16])[s:14][cH:15]2)[n:5][c:6]([CH2:8][O:9][CH3:10])[cH:7]1. Product: COCc1cc(Nc2cc(OC)ccc2C)nc(-c2csc(C)n2)n1. Reactants: COc1ccc(C)c(N)c1, COCc1cc(Cl)nc(-c2csc(C)n2)n1. The reactants are BrC1=CC=C(C(=O)Cl)C=C1 (4-bromobenzoyl chloride), BrC1=CC=C(C=C)C=C1 (4-bromostyrene), C(C1=CC=CC=C1)N(C)C (N-benzyldimethylamine). The reagents and catalysts are C(C)(=O)[O-].[Pd+2].C(C)(=O)[O-] (palladium acetate). The solvent is CC=1C=CC=CC1C (o-xylene). The product is BrC1=CC=C(C=C1)C=CC1=CC=C(C=C1)Br (4,4'-dibromostilbene). Yield: 46.1%. RXN SMILES: [Br:1][C:2]1[CH:10]=[CH:9][C:5]([C:6](Cl)=O)=[CH:4][CH:3]=1.[Br:11][C:12]1[CH:19]=[CH:18][C:15]([CH:16]=C)=[CH:14][CH:13]=1.C(N(C)C)C1C=CC=CC=1>C([O-])(=O)C.[Pd+2].C([O-])(=O)C.CC1C=CC=CC=1C>[Br:1][C:2]1[CH:10]=[CH:9][C:5]([CH:6]=[CH:16][C:15]2[CH:18]=[CH:19][C:12]([Br:11])=[CH:13][CH:14]=2)=[CH:4][CH:3]=1 |f:3.4.5|. Reported procedure: 0.112 mg (0.5 millimols) of palladium acetate, 10.97 g (50 millimols) of 4-bromobenzoyl chloride, 10.17 g (50 millimols) of 4-bromostyrene and 6.76 g (50 millimols) of N-benzyldimethylamine in 100 m of o-xylene are stirred for 1 hour at 130° C. After having filtered off the amine salt which has precipitated, the filtrate is concentrated and the crude product is recrystallised twice from toluene. 7.8 g (46% of theory) of 4,4'-dibromostilbene are obtained in the form of white flakes; melting point... Starting materials: N(=[N+]=[N-])CC1(C=2N(CCC1)C=NC2)O (8-azidomethyl-5,6,7,8-tetrahydroimidazo[1,5-a]pyridin-8-ol), [H][H] (hydrogen). The reagents and catalysts are [Pd] (Pd/C). Solvent: CO (methanol). The product is NCC1(C=2N(CCC1)C=NC2)O (8-Aminomethyl-5,6,7,8-tetrahydroimidazo[1,5-a]pyridin-8-ol). As a reaction SMILES: [N:1]([CH2:4][C:5]1([OH:14])[CH2:10][CH2:9][CH2:8][N:7]2[CH:11]=[N:12][CH:13]=[C:6]12)=[N+]=[N-].[H][H]>CO.[Pd]>[NH2:1][CH2:4][C:5]1([OH:14])[CH2:10][CH2:9][CH2:8][N:7]2[CH:11]=[N:12][CH:13]=[C:6]12. Procedure: 3 mmol of 8-azidomethyl-5,6,7,8-tetrahydroimidazo[1,5-a]pyridin-8-ol are taken up in 10 ml of methanol and the solution is admixed with 0.30 mmol of 10% Pd/C. The reaction mixture is hydrogenated with a hydrogen pressure of 1 bar at 22° C. for 1-10 hours. The catalyst is filtered off over Hyflo and the filtrate is evaporated. From the residue the title compound is identified by means of flash chromatography (SiO2 60 F) on the basis of the Rf value.